This data is from the Open Reaction Database (ORD), a public repository of structured organic reaction records. The task is: describe an organic reaction: reactants, conditions, products, and yield The reactants are COCCNCCOC, COCCO, COCCC#Cc1cc(Cl)c(Nc2ncnc3cc(OCCCCl)c(OC)cc23)c2c1OCO2. The product is COCCC#Cc1cc(Cl)c(Nc2ncnc3cc(OCCCN(CCOC)CCOC)c(OC)cc23)c2c1OCO2. Reaction SMILES: [CH3:35][O:36][CH2:37][CH2:38][NH:39][CH2:40][CH2:41][O:42][CH3:43].[CH3:44][O:45][CH2:46][CH2:47][OH:48].[Cl:1][c:2]1[c:3]([NH:17][c:18]2[n:19][cH:20][n:21][c:22]3[cH:23][c:24]([O:30][CH2:31][CH2:32][CH2:33][Cl:34])[c:25]([O:28][CH3:29])[cH:26][c:27]23)[c:4]2[c:5]([c:9]([C:11]#[C:12][CH2:13][CH2:14][O:15][CH3:16])[cH:10]1)[O:6][CH2:7][O:8]2>>[Cl:1][c:2]1[c:3]([NH:17][c:18]2[n:19][cH:20][n:21][c:22]3[cH:23][c:24]([O:30][CH2:31][CH2:32][CH2:33][N:39]([CH2:38][CH2:37][O:36][CH3:35])[CH2:40][CH2:41][O:42][CH3:43])[c:25]([O:28][CH3:29])[cH:26][c:27]23)[c:4]2[c:5]([c:9]([C:11]#[C:12][CH2:13][CH2:14][O:15][CH3:16])[cH:10]1)[O:6][CH2:7][O:8]2. Starting materials: CCOC(=O)C(CC(=O)c1ccccc1)NC(C)C(=O)O, CCO, O=S(=O)(O)O. RXN SMILES: [CH2:1]([CH3:2])[O:3][C:4](=[O:5])[CH:6]([CH2:7][C:8]([c:9]1[cH:10][cH:11][cH:12][cH:13][cH:14]1)=[O:15])[NH:16][CH:17]([CH3:18])[C:19](=[O:20])[OH:21].[CH2:22]([OH:23])[CH3:24].[S:25](=[O:26])(=[O:27])([OH:28])[OH:29]>>[CH2:1]([CH3:2])[O:3][C:4](=[O:5])[CH:6]([CH2:7][CH2:8][c:9]1[cH:10][cH:11][cH:12][cH:13][cH:14]1)[NH:16][CH:17]([CH3:18])[C:19](=[O:20])[OH:21]. Product: CCOC(=O)C(CCc1ccccc1)NC(C)C(=O)O. Reactants: CC(CSC(=O)c1ccccc1)C(=O)Cl, O=C(O)C1Cc2ccccc2CN1, [Na+], [OH-], O. The product is CC(CSC(=O)c1ccccc1)C(=O)N1Cc2ccccc2CC1C(=O)O. As a reaction SMILES: [C:16]([c:17]1[cH:18][cH:19][cH:20][cH:21][cH:22]1)(=[O:23])[S:24][CH2:25][CH:26]([C:27](=[O:28])[Cl:29])[CH3:30].[CH2:1]1[NH:2][CH:3]([C:11](=[O:12])[OH:13])[CH2:4][c:5]2[cH:6][cH:7][cH:8][cH:9][c:10]21.[Na+:15].[OH-:14].[OH2:31]>>[CH2:1]1[N:2]([C:27]([CH:26]([CH2:25][S:24][C:16]([c:17]2[cH:18][cH:19][cH:20][cH:21][cH:22]2)=[O:23])[CH3:30])=[O:28])[CH:3]([C:11](=[O:12])[OH:13])[CH2:4][c:5]2[cH:6][cH:7][cH:8][cH:9][c:10]21. Starting materials: C1(=CC=CC=C1)N(C1=CC=C(C=C1)C1=CC=C(C=C1)N(C1=CC(=CC=C1)OC)C1=CC=CC=C1)C1=CC(=CC=C1)OC (N,N'-diphenyl-N,N'-bis(3-methoxyphenyl)-[1,1'-biphenyl]-4,4'diamine), [I-].[Na+] (sodium iodide), S1(=O)(=O)CCCC1 (sulfolane), IC=1C=C(C=CC1)OC (m-iodoanisole), C[Si](Cl)(C)C (trimethylchlorosilane), COC=1C=C(C=CC1)N(C1=CC=C(C=C1)C1=CC=C(C=C1)N(C1=CC=CC=C1)C1=CC(=CC=C1)OC)C1=CC=CC=C1 (N,N'-di(3-methoxyphenyl)-N,N'-diphenyl-[1,1-biphenyl]-4,4'diamine). Run in O (water), CCCCCCC (heptane), CC(=O)C (acetone), O (water). Run at temperature 120 celsius, time 2 hour. The product is COC=1C=C(C=CC1)N(C1=CC=C(C=C1)C1=CC=C(C=C1)N(C1=CC=CC=C1)C1=CC(=CC=C1)OC)C1=CC=CC=C1 (N,N'-di(3-methoxyphenyl)-N,N'-diphenyl-[1,1-biphenyl]-4,4' diamine), C1(=CC=CC=C1)N(C1=CC=C(C=C1)C1=CC=C(C=C1)N(C1=CC(=CC=C1)O)C1=CC=CC=C1)C1=CC(=CC=C1)O (N,N'-diphenyl-N,N'-bis(3-hydroxyphenyl)-[1,1'-biphenyl]-4,4'-diamine). Yield: 90.0%. Reaction SMILES: IC1C=C(OC)C=CC=1.[CH3:10][O:11][C:12]1[CH:13]=[C:14]([N:18]([C:46]2[CH:51]=[CH:50][CH:49]=[CH:48][CH:47]=2)[C:19]2[CH:24]=[CH:23][C:22]([C:25]3[CH:30]=[CH:29][C:28]([N:31]([C:38]4[CH:43]=[CH:42][CH:41]=[C:40]([O:44][CH3:45])[CH:39]=4)[C:32]4[CH:37]=[CH:36][CH:35]=[CH:34][CH:33]=4)=[CH:27][CH:26]=3)=[CH:21][CH:20]=2)[CH:15]=[CH:16][CH:17]=1.[I-].[Na+].S1(CCCC1)(=O)=O.C[Si](C)(C)Cl>CC(C)=O.CCCCCCC.O>[CH3:45][O:44][C:40]1[CH:39]=[C:38]([N:31]([C:32]2[CH:37]=[CH:36][CH:35]=[CH:34][CH:33]=2)[C:28]2[CH:27]=[CH:26][C:25]([C:22]3[CH:23]=[CH:24][C:19]([N:18]([C:14]4[CH:15]=[CH:16][CH:17]=[C:12]([O:11][CH3:10])[CH:13]=4)[C:46]4[CH:51]=[CH:50][CH:49]=[CH:48][CH:47]=4)=[CH:20][CH:21]=3)=[CH:30][CH:29]=2)[CH:43]=[CH:42][CH:41]=1.[C:46]1([N:18]([C:14]2[CH:15]=[CH:16][CH:17]=[C:12]([OH:11])[CH:13]=2)[C:19]2[CH:20]=[CH:21][C:22]([C:25]3[CH:26]=[CH:27][C:28]([N:31]([C:32]4[CH:37]=[CH:36][CH:35]=[CH:34][CH:33]=4)[C:38]4[CH:43]=[CH:42][CH:41]=[C:40]([OH:44])[CH:39]=4)=[CH:29][CH:30]=3)=[CH:23][CH:24]=2)[CH:51]=[CH:50][CH:49]=[CH:48][CH:47]=1 |f:2.3|. Procedure: Following the procedure of Example 1 in U.S. Pat. No. 4,588,666, N,N'-di(3-methoxyphenyl)-N,N'-diphenyl-[1,1-biphenyl]-4,4' diamine was synthesized from m-iodoanisole to achieve a yield of 90 percent, m.p. 120°-125° C. N,N'-diphenyl-N,N'-bis(3-hydroxyphenyl)-[1,1'-biphenyl]-4,4'-diamine was prepared, for example, from the N,N'-di(3-methoxyphenyl)-N,N'-diphenyl-[1,1-biphenyl]-4,4'diamine by placing into a two liter three-necked round bottom flask, equipped with a mechanical stirrer and an argon g... The reactants are [Cl-].[Al+3].[Cl-].[Cl-] (aluminum chloride), OC1=CC=C2C=CC=C3C=CC(C1=C32)=O (9-Hydroxyphenalenone). The solvent is C1(=CC=CC=C1)C (toluene). Conditions: temperature 110 celsius. Yields the product [Al+3].[O-]C1=CC=C2C=CC=C3C=CC(C1=C32)=O.[O-]C3=CC=C2C=CC=C1C=CC(C3=C12)=O.[O-]C1=CC=C2C=CC=C3C=CC(C1=C32)=O (Tris (9-oxidophenalenone) aluminum). RXN SMILES: [OH:1][C:2]1[C:13]2=[C:14]3[C:5]([CH:6]=[CH:7][CH:8]=[C:9]3[CH:10]=[CH:11][C:12]2=[O:15])=[CH:4][CH:3]=1.[Cl-].[Al+3:17].[Cl-].[Cl-]>C1(C)C=CC=CC=1>[Al+3:17].[O-:1][C:2]1[C:13]2=[C:14]3[C:5]([CH:6]=[CH:7][CH:8]=[C:9]3[CH:10]=[CH:11][C:12]2=[O:15])=[CH:4][CH:3]=1.[O-:1][C:2]1[C:13]2=[C:14]3[C:5]([CH:6]=[CH:7][CH:8]=[C:9]3[CH:10]=[CH:11][C:12]2=[O:15])=[CH:4][CH:3]=1.[O-:1][C:2]1[C:13]2=[C:14]3[C:5]([CH:6]=[CH:7][CH:8]=[C:9]3[CH:10]=[CH:11][C:12]2=[O:15])=[CH:4][CH:3]=1 |f:1.2.3.4,6.7.8.9|. Procedure: 9-Hydroxyphenalenone (1.5 g) was placed in a 100 mL round-bottom flask. Dry toluene (50 mL) was added to the flask together with aluminum chloride (0.113 g). The solution turned yellow-orange, and a precipitate began to form. The mixture was refluxed at 110° C. overnight. The flask was then cooled and the contents filtered. Crude yield 1.69 g, mp>300° C. The solvent is C1CCOC1 (THF). Starting materials: O1COC2=C1C=CC(=C2)C(C(=O)O)OC=2C=C1C(NC(C1=CC2)=O)=O (2-(1,3-benzodioxol-5-yl)-2-(1,3-dihydro-1,3-dioxoisoindol-5-yloxy)acetic acid), C(=O)(N1C=NC=C1)N1C=NC=C1 (carbonyldiimidazole), C(C)(C)(C)C1=CC=C(C=C1)S(=O)(=O)N (4-tert-butylbenzenesulfonamide), N12CCCCCC2=NCCC1 (1,8-diaza-bicyclo[5.4.0]-undec-7-ene). Reaction conditions: time 1 hour. Yields the product O1COC2=C1C=CC(=C2)C(C(=O)NS(=O)(=O)C2=CC=C(C=C2)C(C)(C)C)OC=2C=C1C(NC(C1=CC2)=O)=O (2-(1,3-benzodioxol-5-yl)-2-(1,3-dihydro-1,3-dioxo-isoindol-5-yloxy)-N-(4-tert-butylphenylsulfonyl)acetamide). Procedure: A solution of 1 g of 2-(1,3-benzodioxol-5-yl)-2-(1,3-dihydro-1,3-dioxoisoindol-5-yloxy)acetic acid and 0.71 g of carbonyldiimidazole in 100 ml of THF is heated at 60° for 2 hours. 0.93 g of 4-tert-butylbenzenesulfonamide and 0.67 g of 1,8-diaza-bicyclo[5.4.0]-undec-7-ene are then added and the mixture is stirred for a further 1 hour at this temperature. After customary working up, 2-(1,3-benzodioxol-5-yl)-2-(1,3-dihydro-1,3-dioxo-isoindol-5-yloxy)-N-(4-tert-butylphenylsulfonyl)acetamide, m.p. 21... Reaction SMILES: [O:1]1[C:5]2[CH:6]=[CH:7][C:8]([CH:10]([O:14][C:15]3[CH:16]=[C:17]4[C:21](=[CH:22][CH:23]=3)[C:20](=[O:24])[NH:19][C:18]4=[O:25])[C:11](O)=[O:12])=[CH:9][C:4]=2[O:3][CH2:2]1.C(N1C=CN=C1)(N1C=CN=C1)=O.[C:38]([C:42]1[CH:47]=[CH:46][C:45]([S:48]([NH2:51])(=[O:50])=[O:49])=[CH:44][CH:43]=1)([CH3:41])([CH3:40])[CH3:39].N12CCCN=C1CCCCC2>C1COCC1>[O:1]1[C:5]2[CH:6]=[CH:7][C:8]([CH:10]([O:14][C:15]3[CH:16]=[C:17]4[C:21](=[CH:22][CH:23]=3)[C:20](=[O:24])[NH:19][C:18]4=[O:25])[C:11]([NH:51][S:48]([C:45]3[CH:46]=[CH:47][C:42]([C:38]([CH3:41])([CH3:40])[CH3:39])=[CH:43][CH:44]=3)(=[O:49])=[O:50])=[O:12])=[CH:9][C:4]=2[O:3][CH2:2]1.